From a dataset of the Open Reaction Database (ORD), a public repository of structured organic reaction records. describe an organic reaction: reactants, conditions, products, and yield Conditions: time 1 hour. Yields the product BrC=1C(=C(C#N)C(=CC1)F)OC (3-bromo-6-fluoro-2-methoxybenzonitrile). Starting materials: FC1=C(C#N)C(=CC=C1)OC (2-Fluoro-6-methoxybenzonitrile), C1CC(=O)N(C1=O)Br (NBS). Solvent: OS(=O)(=O)C(F)(F)F (Triflic acid). RXN SMILES: [F:1][C:2]1[CH:9]=[CH:8][CH:7]=[C:6]([O:10][CH3:11])[C:3]=1[C:4]#[N:5].C1C(=O)N([Br:19])C(=O)C1>OS(C(F)(F)F)(=O)=O>[Br:19][C:7]1[C:6]([O:10][CH3:11])=[C:3]([C:2]([F:1])=[CH:9][CH:8]=1)[C:4]#[N:5]. Procedure details: 2-Fluoro-6-methoxybenzonitrile (8.30 g, 54.9 mmol) was dissolved in Triflic acid (75 mL) at 0° C. then NBS (10.3 g, 57.7 mmol) was added. The reaction mixture was stirred at RT for 1 h. LC-MS showed no starting material peak. The reaction mixture was poured into ice and extracted twice with DCM. The combined organic layers were washed with brine, dried over Na2SO4, filtered, and evaporated to dryness. The residue was purified by chromatography through a 330 g Redi-Sep column and eluted with 10% ... The reactants are COc1ccc(CN(Cc2ccc(OC)cc2)c2ncc(-c3nc(N4CCOCC4)nc4c3CCN4)cn2)cc1, Cc1cc(N2CCN(C)CC2)ccc1N, CN1CCNCC1, Cc1ccc(N2CCOCC2)cc1N, COc1ccc(CN(Cc2ccc(OC)cc2)c2ncc(-c3nc(N4CCOCC4)nc4c3CCN4C(=O)Nc3ccc(N4CCN(C)CC4)cc3C)cn2)cc1. Product: Cc1cc(N2CCN(C)CC2)ccc1NC(=O)N1CCc2c(-c3cnc(N)nc3)nc(N3CCOCC3)nc21. RXN SMILES: [CH3:1][O:2][c:3]1[cH:4][cH:5][c:6]([CH2:7][N:8]([CH2:9][c:10]2[cH:11][cH:12][c:13]([O:14][CH3:15])[cH:16][cH:17]2)[c:18]2[n:19][cH:20][c:21](-[c:22]3[c:23]4[c:27]([n:28][c:29]([N:30]5[CH2:31][CH2:32][O:33][CH2:34][CH2:35]5)[n:36]3)[NH:26][CH2:25][CH2:24]4)[cH:37][n:38]2)[cH:39][cH:40]1.[CH3:41][c:42]1[cH:43][c:44]([N:45]2[CH2:46][CH2:47][N:48]([CH3:49])[CH2:50][CH2:51]2)[cH:52][cH:53][c:54]1[NH2:55].[CH3:56][N:57]1[CH2:58][CH2:59][NH:60][CH2:61][CH2:62]1.[CH3:63][c:64]1[cH:65][cH:66][c:67]([N:68]2[CH2:69][CH2:70][O:71][CH2:72][CH2:73]2)[cH:74][c:75]1[NH2:76].[CH3:77][c:78]1[c:79]([NH:91][C:92](=[O:93])[N:94]2[CH2:95][CH2:96][c:97]3[c:98]2[n:99][c:100]([N:128]2[CH2:129][CH2:130][O:131][CH2:132][CH2:133]2)[n:101][c:102]3-[c:103]2[cH:104][n:105][c:106]([N:109]([CH2:110][c:111]3[cH:112][cH:113][c:114]([O:115][CH3:116])[cH:117][cH:118]3)[CH2:119][c:120]3[cH:121][cH:122][c:123]([O:124][CH3:125])[cH:126][cH:127]3)[n:107][cH:108]2)[cH:80][cH:81][c:82]([N:84]2[CH2:85][CH2:86][N:87]([CH3:90])[CH2:88][CH2:89]2)[cH:83]1>>[CH3:77][c:78]1[c:79]([NH:91][C:92](=[O:93])[N:94]2[CH2:95][CH2:96][c:97]3[c:98]2[n:99][c:100]([N:128]2[CH2:129][CH2:130][O:131][CH2:132][CH2:133]2)[n:101][c:102]3-[c:103]2[cH:104][n:105][c:106]([NH2:109])[n:107][cH:108]2)[cH:80][cH:81][c:82]([N:84]2[CH2:85][CH2:86][N:87]([CH3:90])[CH2:88][CH2:89]2)[cH:83]1. Reaction SMILES: [Cl:11][CH2:12][CH:13]([CH3:14])[OH:15].[N+:1](=[O:2])([O-:3])[c:4]1[c:5]([SH:10])[cH:6][cH:7][cH:8][cH:9]1.[Na+:17].[OH-:16].[OH2:18]>>[N+:1](=[O:2])([O-:3])[c:4]1[c:5]([S:10][CH2:12][CH:13]([CH3:14])[OH:15])[cH:6][cH:7][cH:8][cH:9]1. Reactants: CC(O)CCl, O=[N+]([O-])c1ccccc1S, [Na+], [OH-], O. Yields the product CC(O)CSc1ccccc1[N+](=O)[O-].